describe an organic reaction: reactants, conditions, products, and yield From a dataset of the Open Reaction Database (ORD), a public repository of structured organic reaction records. Starting materials: COC(=O)C1C(C1C(NC1=C(C=C(C=C1)N1C(C=CC=C1)=O)F)=O)C(NC1=NC=C(C=C1)Cl)=O ((1RS,2RS,3SR)-2-(5-chloro-pyridin-2-ylcarbamoyl)-3-[2-fluoro-4-(2-oxo-2H-pyridin-1-yl)-phenylcarbamoyl]-cyclopropanecarboxylic acid methyl ester), [Li+].[OH-] (LiOH), Cl (HCl). The solvent is C1CCOC1 (THF). Run at time 2 hour. Yields the product ClC=1C=CC(=NC1)NC(=O)C1C(C1C(NC1=C(C=C(C=C1)N1C(C=CC=C1)=O)F)=O)C(=O)O ((1RS,2SR,3SR)-2-(5-chloro-pyridin-2-ylcarbamoyl)-3-[2-fluoro-4-(2-oxo-2H-pyridin-1-yl)-phenylcarbamoyl]-cyclopropanecarboxylic acid). Yield: 68.3%. RXN SMILES: C[O:2][C:3]([CH:5]1[CH:7]([C:8](=[O:24])[NH:9][C:10]2[CH:15]=[CH:14][C:13]([N:16]3[CH:21]=[CH:20][CH:19]=[CH:18][C:17]3=[O:22])=[CH:12][C:11]=2[F:23])[CH:6]1[C:25](=[O:34])[NH:26][C:27]1[CH:32]=[CH:31][C:30]([Cl:33])=[CH:29][N:28]=1)=[O:4].[Li+].[OH-].Cl>C1COCC1>[Cl:33][C:30]1[CH:31]=[CH:32][C:27]([NH:26][C:25]([CH:6]2[CH:7]([C:8](=[O:24])[NH:9][C:10]3[CH:15]=[CH:14][C:13]([N:16]4[CH:21]=[CH:20][CH:19]=[CH:18][C:17]4=[O:22])=[CH:12][C:11]=3[F:23])[CH:5]2[C:3]([OH:4])=[O:2])=[O:34])=[N:28][CH:29]=1 |f:1.2|. Procedure details: A solution of 68 mg (0.14 mmol) of (1RS,2SR,3RS)-2-(5-chloro-pyridin-2-ylcarbamoyl)-3-[2-fluoro-4-(2-oxo-2H-pyridin-1-yl)-phenylcarbamoyl]-cyclopropanecarboxylic acid methyl ester (example 114, step 5) in 1.5 ml of THF was treated with 0.2 ml of a 1M aqueous LiOH solution, stirred at RT during 2 hrs and acidified to pH ca. 2 with aqueous HCl. Extraction with AcOEt, drying of the combined organic phases over Na2SO4, filtration and evaporation of the solvent gave 45 mg (68%) of (1RS,2SR,3SR)-2-(5-... Starting materials: NNC(=O)C(F)(F)F, O=C(O)C(F)(F)F, c1ccccc1. Product: O=C(NNC(=O)C(F)(F)F)C(F)(F)F. As a reaction SMILES: [F:8][C:9]([C:10](=[O:11])[NH:12][NH2:13])([F:14])[F:15].[OH:1][C:2](=[O:3])[C:4]([F:5])([F:6])[F:7].[cH:16]1[cH:17][cH:18][cH:19][cH:20][cH:21]1>>[C:2](=[O:3])([C:4]([F:5])([F:6])[F:7])[NH:13][NH:12][C:10]([C:9]([F:8])([F:14])[F:15])=[O:11]. Reactants: C=1C=CC2=C(C1)N=NN2O (HOBt), C(C)(C)N(C(C)C)CC (N,N-diisopropylethylamine), C(C)(C)(C)OC(=O)N1[C@@H](CC[C@@H]1[C@@H](C1=CC=CC=C1)O)CC1=CC=C(C(=O)O)C=C1 (4-({(2S,5R)-1-(tert-butoxycarbonyl)-5-[(R)-hydroxy(phenyl)methyl]pyrrolidin-2-yl}methyl)benzoic acid), C1(CC1)C1OC(C2(C1)CCNCC2)=O (3-cyclopropyl-2-oxa-8-azaspiro[4.5]decan-1-one), CCN=C=NCCCN(C)C.Cl (EDCl). Run in O (water), CN(C)C=O (DMF). Run at time 2 hour. Yields the product C1(CC1)C1OC(C2(C1)CCN(CC2)C(=O)C2=CC=C(C[C@H]1N([C@H](CC1)[C@@H](C1=CC=CC=C1)O)C(=O)OC(C)(C)C)C=C2)=O (Tert-butyl(2S,5R)-2-{4-[(3-cyclopropyl-1-oxo-2-oxa-8-azaspiro[4.5]dec-8-yl)carbonyl]-benzyl}-5-[(R)-hydroxy(phenyl)methyl]pyrrolidine-1-carboxylate). Isolated yield 58.8%. Reaction SMILES: [C:1]([O:5][C:6]([N:8]1[C@@H:12]([C@H:13]([OH:20])[C:14]2[CH:19]=[CH:18][CH:17]=[CH:16][CH:15]=2)[CH2:11][CH2:10][C@H:9]1[CH2:21][C:22]1[CH:30]=[CH:29][C:25]([C:26](O)=[O:27])=[CH:24][CH:23]=1)=[O:7])([CH3:4])([CH3:3])[CH3:2].[CH:31]1([CH:34]2[CH2:38][C:37]3([CH2:43][CH2:42][NH:41][CH2:40][CH2:39]3)[C:36](=[O:44])[O:35]2)[CH2:33][CH2:32]1.CCN=C=NCCCN(C)C.Cl.C1C=CC2N(O)N=NC=2C=1.C(N(CC)C(C)C)(C)C>CN(C=O)C.O>[CH:31]1([CH:34]2[CH2:38][C:37]3([CH2:43][CH2:42][N:41]([C:26]([C:25]4[CH:29]=[CH:30][C:22]([CH2:21][C@@H:9]5[CH2:10][CH2:11][C@H:12]([C@H:13]([OH:20])[C:14]6[CH:19]=[CH:18][CH:17]=[CH:16][CH:15]=6)[N:8]5[C:6]([O:5][C:1]([CH3:2])([CH3:3])[CH3:4])=[O:7])=[CH:23][CH:24]=4)=[O:27])[CH2:40][CH2:39]3)[C:36](=[O:44])[O:35]2)[CH2:33][CH2:32]1 |f:2.3|. Procedure: To a solution of 0.16 g (0.39 mmol) of 4-({(2S,5R)-1-(tert-butoxycarbonyl)-5-[(R)-hydroxy(phenyl)methyl]pyrrolidin-2-yl}methyl)benzoic acid (i-1) in 2 ml anhydrous DMF at ambient temperature was added 0.14 g (0.58 mmol) 3-cyclopropyl-2-oxa-8-azaspiro[4.5]decan-1-one from the above, followed by 0.12 g (0.58 mmol) EDCl, 0.08 g (0.58 mmol) HOBt, and 0.34 ml (1.94 mmol) N,N-diisopropylethylamine. The solution was stirred for 2 h at ambient temperature. The solution was poured into water (20 ml) and ... Reactants: CCO, O=c1[nH]c(=O)c2ccc3c4cccc5cccc(c6ccc1c2c63)c54. As a reaction SMILES: [CH3:26][CH2:27][OH:28].[cH:1]1[cH:2][c:3]2[c:4]3[c:5]([cH:6][cH:7][c:8]4[c:9]5[cH:10][cH:11][cH:12][c:13]6[cH:14][cH:15][cH:16][c:17]([c:18]1[c:19]34)[c:20]56)[c:21](=[O:25])[nH:22][c:23]2=[O:24]>>[cH:1]1[cH:2][c:3]2[c:4]3[c:5]([cH:6][cH:7][c:8]4[c:9]5[cH:10][cH:11][cH:12][c:13]6[cH:14][cH:15][cH:16][c:17]([c:18]1[c:19]34)[c:20]56)[c:21](=[O:25])[n:22]([CH3:26])[c:23]2=[O:24]. Product: Cn1c(=O)c2ccc3c4cccc5cccc(c6ccc(c1=O)c2c36)c54. Reactants: [Br-], C1CCOC1, C[Mg+], CCOC(C)=O, [Cl-], CC(=O)c1cc(-c2cccc(Cl)c2)ccc1N, [NH4+]. The product is CC(C)(O)c1cc(-c2cccc(Cl)c2)ccc1N. RXN SMILES: [Br-:18].[CH2:29]1[O:30][CH2:31][CH2:32][CH2:33]1.[CH3:19][Mg+:20].[CH3:23][CH2:24][O:25][C:26](=[O:27])[CH3:28].[Cl-:21].[NH2:1][c:2]1[c:3]([C:15]([CH3:16])=[O:17])[cH:4][c:5](-[c:8]2[cH:9][c:10]([Cl:14])[cH:11][cH:12][cH:13]2)[cH:6][cH:7]1.[NH4+:22]>>[NH2:1][c:2]1[c:3]([C:15]([CH3:16])([OH:17])[CH3:23])[cH:4][c:5](-[c:8]2[cH:9][c:10]([Cl:14])[cH:11][cH:12][cH:13]2)[cH:6][cH:7]1. Starting materials: C[Si](CCOCN(C1=C(C(=NC=2N1N=CC2C=2C=NC1=CC=CC=C1C2)OCC2CCN(CC2)C(=O)OC(C)(C)C)Br)COCC[Si](C)(C)C)(C)C (tert-Butyl 4-((7-(bis((2-(trimethylsilyl)ethoxy)methyl)amino)-6-bromo-3-(quinolin-3-yl)pyrazolo[1,5-a]pyrimidin-5-yloxy)methyl)piperidine-1-carboxylate), Cl (hydrochloride). The solvent is CO (methanol), O1CCOCC1 (dioxane). The product is BrC=1C(=NC=2N(C1N)N=CC2C=2C=NC1=CC=CC=C1C2)OCC2CCNCC2 (6-Bromo-5-(piperidin-4-ylmethoxy)-3-(quinolin-3-yl)pyrazolo[1,5-a]pyrimidin-7-amine). As a reaction SMILES: C[Si](C)(C)CCOC[N:7](COCC[Si](C)(C)C)[C:8]1[N:13]2[N:14]=[CH:15][C:16]([C:17]3[CH:18]=[N:19][C:20]4[C:25]([CH:26]=3)=[CH:24][CH:23]=[CH:22][CH:21]=4)=[C:12]2[N:11]=[C:10]([O:27][CH2:28][CH:29]2[CH2:34][CH2:33][N:32](C(OC(C)(C)C)=O)[CH2:31][CH2:30]2)[C:9]=1[Br:42].Cl>CO.O1CCOCC1>[Br:42][C:9]1[C:10]([O:27][CH2:28][CH:29]2[CH2:30][CH2:31][NH:32][CH2:33][CH2:34]2)=[N:11][C:12]2[N:13]([N:14]=[CH:15][C:16]=2[C:17]2[CH:18]=[N:19][C:20]3[C:25]([CH:26]=2)=[CH:24][CH:23]=[CH:22][CH:21]=3)[C:8]=1[NH2:7]. Procedure: tert-Butyl 4-((7-(bis((2-(trimethylsilyl)ethoxy)methyl)amino)-6-bromo-3-(quinolin-3-yl)pyrazolo[1,5-a]pyrimidin-5-yloxy)methyl)piperidine-1-carboxylate (0.56 g, 68.9 mmol) was dissolved in methanol (6 ml) and treated with 4N hydrochloride solution in dioxane (4 ml) at 65° C. for 30 min. The reaction solution was concentrated and the crude product (0.48 g) was used in the next step without further purification. LC-MS: 453 [M+H]. Reactants: FC1=CC=C(C=C1)C(CC(=O)OC)=O (methyl 3-(4-fluorophenyl)-3-oxopropanoate), [Cl-].CC1N(C(CC1)=O)[NH3+] (2-methyl-5-oxopyrrolidin-1-aminium chloride). Solvent: N1=CC=CC=C1 (pyridine). Reaction conditions: time 72 hour. Yields the product FC1=CC=C(C=C1)C(CC(=O)OC)=NN1C(CCC1=O)C (Methyl 3-(4-fluorophenyl)-3-[(2-methyl-5-oxopyrrolidin-1-yl)imino]propanoate). The yield is 93.1%. Reaction SMILES: [F:1][C:2]1[CH:7]=[CH:6][C:5]([C:8](=O)[CH2:9][C:10]([O:12][CH3:13])=[O:11])=[CH:4][CH:3]=1.[Cl-].[CH3:16][CH:17]1[CH2:21][CH2:20][C:19](=[O:22])[N:18]1[NH3+:23]>N1C=CC=CC=1>[F:1][C:2]1[CH:7]=[CH:6][C:5]([C:8](=[N:23][N:18]2[C:19](=[O:22])[CH2:20][CH2:21][CH:17]2[CH3:16])[CH2:9][C:10]([O:12][CH3:13])=[O:11])=[CH:4][CH:3]=1 |f:1.2|. Procedure details: A mixture of 7.50 g (38.2 mmol) of methyl 3-(4-fluorophenyl)-3-oxopropanoate and 11.5 g (76.5 mmol) of 2-methyl-5-oxopyrrolidin-1-aminium chloride in 50 ml of pyridine is stirred at room temperature for 72 h. The reaction mixture is concentrated under reduced pressure. Purification by column chromatography on silica gel (cyclohexane/ethyl acetate) gives 10.4 g (93%) of the desired product as a mixture of isomers; log P(HCOOH): 2.13 and 2.45; 1H-NMR (ppm): δ (DMSO-d6)=1.16-1.19 (m, 3H), 1.58-1.62... The product is CC1CN(CCC2(O)CCC(NC(=O)c3cc4c(OCc5coc6cc(F)ccc56)cccc4[nH]3)CC2)CCC1O. As a reaction SMILES: [F:1][c:2]1[cH:3][c:4]2[c:5]([c:6]([CH2:9][O:10][c:11]3[c:12]4[cH:13][c:14]([C:20](=[O:21])[OH:22])[nH:15][c:16]4[cH:17][cH:18][cH:19]3)[cH:7][o:8]2)[cH:23][cH:24]1.[NH2:25][CH:26]1[CH2:27][CH2:28][C:29]([OH:32])([CH2:33][CH2:34][N:35]2[CH2:36][CH:37]([CH3:42])[CH:38]([OH:41])[CH2:39][CH2:40]2)[CH2:30][CH2:31]1>>[F:1][c:2]1[cH:3][c:4]2[c:5]([c:6]([CH2:9][O:10][c:11]3[c:12]4[cH:13][c:14]([C:20](=[O:21])[NH:25][CH:26]5[CH2:27][CH2:28][C:29]([OH:32])([CH2:33][CH2:34][N:35]6[CH2:36][CH:37]([CH3:42])[CH:38]([OH:41])[CH2:39][CH2:40]6)[CH2:30][CH2:31]5)[nH:15][c:16]4[cH:17][cH:18][cH:19]3)[cH:7][o:8]2)[cH:23][cH:24]1. The reactants are O=C(O)c1cc2c(OCc3coc4cc(F)ccc34)cccc2[nH]1, CC1CN(CCC2(O)CCC(N)CC2)CCC1O. Reactants: C(C)(=O)OC1=CC(=C(C=C1)C(=O)OC(CCCCCOCC)C(F)(F)F)F (4-acetoxy-2-fluoro-1-(6-ethoxy-1-trifluoromethylhexyloxycarbonyl)-benzene), C(C)O (ethanol), C(C1=CC=CC=C1)N (benzylamine). The solvent is O (water). Conditions: time 5 hour. Yields the product OC1=CC(=C(C=C1)C(=O)OC(CCCCCOCC)C(F)(F)F)F (4-hydroxy-2-fluoro-1-(6-ethoxy-1-trifluoromethylhexyloxycarbonyl)benzene). Reaction SMILES: C([O:4][C:5]1[CH:10]=[CH:9][C:8]([C:11]([O:13][CH:14]([C:23]([F:26])([F:25])[F:24])[CH2:15][CH2:16][CH2:17][CH2:18][CH2:19][O:20][CH2:21][CH3:22])=[O:12])=[C:7]([F:27])[CH:6]=1)(=O)C.C(O)C.C(N)C1C=CC=CC=1>O>[OH:4][C:5]1[CH:10]=[CH:9][C:8]([C:11]([O:13][CH:14]([C:23]([F:24])([F:25])[F:26])[CH2:15][CH2:16][CH2:17][CH2:18][CH2:19][O:20][CH2:21][CH3:22])=[O:12])=[C:7]([F:27])[CH:6]=1. Procedure details: A reactor was charged with 1 g of 4-acetoxy-2-fluoro-1-(6-ethoxy-1-trifluoromethylhexyloxycarbonyl)-benzene, 15 ml of ethanol and 0.6 g of benzylamine, and the mixture was stirred at room temperature for 5 hours. After the reaction, the reaction mixture solution was poured into water and subjected to extraction with dichloromethane. An organic layer was consecutively washed with a hydrochloric acid aqueous solution and with water, and dried over anhydrous sodium sulfate. The solvent was removed ... The reactants are C[Si](C)(C)Cl (trimethylsilyl chloride), [Si](C)(C)(C(C)(C)C)OCCCC#C (1-t-butyldimethylsilyloxy-4-pentyne), solution, C(CCC)[Li] (n-butyllithium). The solvent is C1CCOC1 (THF), CCCCCC (hexane), CCCCCC (hexane). Product: [Si](C)(C)(C(C)(C)C)OCCCC#C[Si](C)(C)C (1-t-butyldimethylsilyloxy-5-trimethylsilyl-4-pentyne). The yield is 91.0%. As a reaction SMILES: [Si:1]([O:8][CH2:9][CH2:10][CH2:11][C:12]#[CH:13])([C:4]([CH3:7])([CH3:6])[CH3:5])([CH3:3])[CH3:2].C([Li])CCC.[CH3:19][Si:20](Cl)([CH3:22])[CH3:21]>C1COCC1.CCCCCC>[Si:1]([O:8][CH2:9][CH2:10][CH2:11][C:12]#[C:13][Si:20]([CH3:22])([CH3:21])[CH3:19])([C:4]([CH3:5])([CH3:6])[CH3:7])([CH3:3])[CH3:2]. Procedure details: To a solution of 135 g (682 mmol, 1.0 equiv.) of 1-t-butyldimethylsilyloxy-4-pentyne in 700 mL of THF at -78° C. was added 311 mL (716 mmol, 1.05 equiv.) of a 2.3M solution of n-butyllithium in hexane. The -78° C. bath was removed and the reaction temperature was monitored as it rose to 0° C. The reaction was recooled to -78° C. and 90.8 mL (716 mmol, 1.05 equiv.) of trimethylsilyl chloride was added dropwise. The reaction was then allowed to warm slowly in the cold bath for 16 hours. The reacti...